This data is from the Open Reaction Database (ORD), a public repository of structured organic reaction records. The task is: describe an organic reaction: reactants, conditions, products, and yield Reactants: NC1=CC(=C(C(=O)O)C=C1Cl)OC (4-Amino-5-chloro-2-methoxybenzoic acid), C(C)(C)(C)O (t-butanol), Cl.C(C)N=C=NCCCN(C)C (1-ethyl-3-(3-dimethylaminopropyl)carbodiimide hydrochloride). The product is NC1=CC(=C(C(=O)OC(C)(C)C)C=C1Cl)OC (tert-Butyl 4-amino-5-chloro-2-methoxybenzoate). Yield: 76.0%. RXN SMILES: [NH2:1][C:2]1[C:10]([Cl:11])=[CH:9][C:5]([C:6]([OH:8])=[O:7])=[C:4]([O:12][CH3:13])[CH:3]=1.Cl.C(N=C=NCCCN(C)C)C.[C:26](O)([CH3:29])([CH3:28])[CH3:27]>>[NH2:1][C:2]1[C:10]([Cl:11])=[CH:9][C:5]([C:6]([O:8][C:26]([CH3:29])([CH3:28])[CH3:27])=[O:7])=[C:4]([O:12][CH3:13])[CH:3]=1 |f:1.2|. Procedure details: 4-Amino-5-chloro-2-methoxybenzoic acid (1.0 g, 4.96 mmol) was dissolved in t-butanol (20 mL), 1-ethyl-3-(3-dimethylaminopropyl)carbodiimide hydrochloride (1.05 g, 5.46 mmol) was added with stirring at room temperature, and the mixture was stirred at room temperature under a nitrogen atmosphere for 17 hours. After the reaction was completed, the reaction mixture was filtered, and the filtrate was washed with hexane. The resulting filtrate was recrystallized with ethanol to give the title compound... Starting materials: CCC(CC)Nc1c(Br)c(C)nc2c1nnn2-c1c(C)cc(C)cc1C, C1CCOC1, [Li]CCCC, CI, CCCCCC. The product is CCC(CC)N(C)c1c(Br)c(C)nc2c1nnn2-c1c(C)cc(C)cc1C. Reaction SMILES: [Br:1][c:2]1[c:3]([NH:21][CH:22]([CH2:23][CH3:24])[CH2:25][CH3:26])[c:4]2[c:5]([n:6][c:7]1[CH3:8])[n:9](-[c:12]1[c:13]([CH3:20])[cH:14][c:15]([CH3:19])[cH:16][c:17]1[CH3:18])[n:10][n:11]2.[CH2:34]1[O:35][CH2:36][CH2:37][CH2:38]1.[CH3:27][CH2:28][CH2:29][CH2:30][Li:31].[CH3:32][I:33].[CH3:39][CH2:40][CH2:41][CH2:42][CH2:43][CH3:44]>>[Br:1][c:2]1[c:3]([N:21]([CH:22]([CH2:23][CH3:24])[CH2:25][CH3:26])[CH3:27])[c:4]2[c:5]([n:6][c:7]1[CH3:8])[n:9](-[c:12]1[c:13]([CH3:20])[cH:14][c:15]([CH3:19])[cH:16][c:17]1[CH3:18])[n:10][n:11]2. The reactants are COC(=O)c1c[nH]nc1C, CN(C)C=O, [Cl-], FC(F)(F)c1ccc(Cl)nc1, [H-], [NH4+], [Na+]. Yields the product COC(=O)c1cn(-c2ccc(C(F)(F)F)cn2)nc1C. As a reaction SMILES: [CH3:1][c:2]1[n:3][nH:4][cH:5][c:6]1[C:7](=[O:8])[O:9][CH3:10].[CH3:26][N:27]([CH3:28])[CH:29]=[O:30].[Cl-:24].[Cl:13][c:14]1[n:15][cH:16][c:17]([C:20]([F:21])([F:22])[F:23])[cH:18][cH:19]1.[H-:11].[NH4+:25].[Na+:12]>>[CH3:1][c:2]1[n:3][n:4](-[c:14]2[n:15][cH:16][c:17]([C:20]([F:21])([F:22])[F:23])[cH:18][cH:19]2)[cH:5][c:6]1[C:7](=[O:8])[O:9][CH3:10].